From a dataset of the Open Reaction Database (ORD), a public repository of structured organic reaction records. describe an organic reaction: reactants, conditions, products, and yield The reactants are CC(C)(C)CCC1(C)C(=O)C(C2=NS(=O)(=O)c3cc(NC(=O)OC(C)(C)C)ccc3N2)=C(O)c2ccccc21, ClCCl, Cl, C1COCCO1. Yields the product CC(C)(C)CCC1(C)C(=O)C(C2=NS(=O)(=O)c3cc(N)ccc3N2)=C(O)c2ccccc21. As a reaction SMILES: [CH3:1][C:2]([CH2:3][CH2:4][C:5]1([CH3:37])[C:6](=[O:36])[C:7]([C:16]2=[N:17][S:18](=[O:34])(=[O:35])[c:19]3[c:20]([cH:22][cH:23][c:24]([NH:26][C:27](=[O:28])[O:29][C:30]([CH3:31])([CH3:32])[CH3:33])[cH:25]3)[NH:21]2)=[C:8]([OH:15])[c:9]2[cH:10][cH:11][cH:12][cH:13][c:14]21)([CH3:38])[CH3:39].[Cl:47][CH2:48][Cl:49].[ClH:40].[O:41]1[CH2:42][CH2:43][O:44][CH2:45][CH2:46]1>>[CH3:1][C:2]([CH2:3][CH2:4][C:5]1([CH3:37])[C:6](=[O:36])[C:7]([C:16]2=[N:17][S:18](=[O:34])(=[O:35])[c:19]3[c:20]([cH:22][cH:23][c:24]([NH2:26])[cH:25]3)[NH:21]2)=[C:8]([OH:15])[c:9]2[cH:10][cH:11][cH:12][cH:13][c:14]21)([CH3:38])[CH3:39]. Starting materials: N1C=CC2=CC=C(C=C12)N1CCOCC1 (4-(1H-indol-6-yl)morpholine), FC1=C(C=CC=C1)\C=C\[N+](=O)[O-] ((E)-1-fluoro-2-(2-nitrovinyl)benzene). Run in C1(=CC=CC=C1)C (toluene). Conditions: temperature 150 celsius. The product is FC1=C(C=CC=C1)C(C[N+](=O)[O-])C1=CNC2=CC(=CC=C12)N1CCOCC1 (4-(3-(1-(2-Fluorophenyl)-2-nitroethyl)-1H-indol-6-yl)morpholine). Isolated yield 43.6%. As a reaction SMILES: [NH:1]1[C:9]2[C:4](=[CH:5][CH:6]=[C:7]([N:10]3[CH2:15][CH2:14][O:13][CH2:12][CH2:11]3)[CH:8]=2)[CH:3]=[CH:2]1.[F:16][C:17]1[CH:22]=[CH:21][CH:20]=[CH:19][C:18]=1/[CH:23]=[CH:24]/[N+:25]([O-:27])=[O:26]>C1(C)C=CC=CC=1>[F:16][C:17]1[CH:22]=[CH:21][CH:20]=[CH:19][C:18]=1[CH:23]([C:3]1[C:4]2[C:9](=[CH:8][C:7]([N:10]3[CH2:15][CH2:14][O:13][CH2:12][CH2:11]3)=[CH:6][CH:5]=2)[NH:1][CH:2]=1)[CH2:24][N+:25]([O-:27])=[O:26]. Reported procedure: A mixture of 4-(1H-indol-6-yl)morpholine (0.300 g, 1.483 mmol) and (E)-1-fluoro-2-(2-nitrovinyl)benzene (0.372 g, 2.225 mmol) in toluene (8 mL) was heated in a pressure tube at 150° C. for 2 days. The solvent was removed under vacuum, and the residue was subjected to ISCO (80 g silica gel, solid loading, 30-60% ethyl acetate/hexane) to provide the desired product (0.239 g, 0.647 mmol, 43.6% yield) as a tan solid. Reactants: [Na+].[Cl-] (NaCl), N1C=NC=C1 (Imidazole), ClCCOCCO (2-(2-chloroethoxy)ethanol), [Si](C)(C)(C(C)(C)C)Cl (t-butyldimethylsilyl chloride). Run in CN(C=O)C (dimethylformamide). Run at time 8 hour. Yields the product ClCCOCCO[Si](C)(C)C(C)(C)C (1-chloro-2-(2-t-butyldimethylsilyloxyethoxy)ethane). The yield is 100.1%. As a reaction SMILES: N1C=CN=C1.[Si:6](Cl)([C:9]([CH3:12])([CH3:11])[CH3:10])([CH3:8])[CH3:7].[Cl:14][CH2:15][CH2:16][O:17][CH2:18][CH2:19][OH:20].[Na+].[Cl-]>CN(C)C=O>[Cl:14][CH2:15][CH2:16][O:17][CH2:18][CH2:19][O:20][Si:6]([C:9]([CH3:12])([CH3:11])[CH3:10])([CH3:8])[CH3:7] |f:3.4|. Procedure: Imidazole (17.8 g, 261 mmol) was dissolved in dimethylformamide (100 ml) and t-butyldimethylsilyl chloride (36.3 g, 241 mmol) was added and stirred. 2-(2-chloroethoxy)ethanol (25.0 g, 200 mmol) was added dropwise over 1 hour under cooling with ice, and the mixture was stirred for 1 further hour, left standing overnight at room temperature, and then poured into saturated aqueous NaCl (500 ml). The resulting mixture was extracted twice with ether. The extract was washed twice with saturated aqueou... Reactants: NC1=C(C=C(C=C1I)Br)S(=O)(=O)O (2-amino-5-bromo-3-iodobenzenesulphonic acid), C(=O)C=1C=C(C=CC1)B(O)O (3-formylbenzeneboronic acid), C([O-])([O-])=O.[Na+].[Na+] (sodium carbonate). Reagents/catalysts: C=1C=CC(=CC1)[P](C=2C=CC=CC2)(C=3C=CC=CC3)[Pd]([P](C=4C=CC=CC4)(C=5C=CC=CC5)C=6C=CC=CC6)([P](C=7C=CC=CC7)(C=8C=CC=CC8)C=9C=CC=CC9)[P](C=1C=CC=CC1)(C=1C=CC=CC1)C=1C=CC=CC1 (tetrakis(triphenylphosphine)palladium). The solvent is CN(C=O)C (dimethylformamide), O (water). Reaction conditions: temperature 70 celsius. Yields the product NC1=C(C=C(C=C1S(=O)(=O)[O-])Br)C1=CC(=CC=C1)C=O.[Na+] (Sodium 2-amino-5-bromo-3'-formyl[1,1'-biphenyl]-3-sulphonate). Reaction SMILES: [NH2:1][C:2]1[C:7](I)=[CH:6][C:5]([Br:9])=[CH:4][C:3]=1[S:10]([OH:13])(=[O:12])=[O:11].[CH:14]([C:16]1[CH:17]=[C:18](B(O)O)[CH:19]=[CH:20][CH:21]=1)=[O:15].C(=O)([O-])[O-].[Na+:29].[Na+]>CN(C)C=O.O.C1C=CC([P]([Pd]([P](C2C=CC=CC=2)(C2C=CC=CC=2)C2C=CC=CC=2)([P](C2C=CC=CC=2)(C2C=CC=CC=2)C2C=CC=CC=2)[P](C2C=CC=CC=2)(C2C=CC=CC=2)C2C=CC=CC=2)(C2C=CC=CC=2)C2C=CC=CC=2)=CC=1>[NH2:1][C:2]1[C:3]([S:10]([O-:13])(=[O:12])=[O:11])=[CH:4][C:5]([Br:9])=[CH:6][C:7]=1[C:20]1[CH:19]=[CH:18][CH:17]=[C:16]([CH:14]=[O:15])[CH:21]=1.[Na+:29] |f:2.3.4,8.9,^1:40,42,61,80|. Procedure: A mixture of 11.34 g (30 mmol) of 2-amino-5-bromo-3-iodobenzenesulphonic acid, 4.5 g (30 mmol) of 3-formylbenzeneboronic acid, 10.5 g (99 mmol) of sodium carbonate and 1.73 g (1.5 mmol) of tetrakis(triphenylphosphine)palladium (0) in 40 ml of dimethylformamide and 20 ml of water is heated at 70° C. under argon for 5 hours. The reaction medium is then concentrated under reduced pressure and the residue is purified by chromatography on an RP 18 column, eluting with a water-acetonitrile mixture (8:... Product: Cc1sc2c(Br)c3ccccc3c(-c3cc(Br)c(OC(CCc4ccccc4)C(=O)O)c(Br)c3)c2c1C. The reactants are Cc1sc2c(Br)c3ccccc3c(-c3cc(Br)c(O)c(Br)c3)c2c1C, Br, ClC(Cl)Cl, O=C([O-])C(O)CCc1ccccc1. RXN SMILES: [Br:1][c:2]1[c:3]([OH:25])[c:4]([Br:24])[cH:5][c:6](-[c:8]2[c:9]3[cH:10][cH:11][cH:12][cH:13][c:14]3[c:15]([Br:23])[c:16]3[s:17][c:18]([CH3:22])[c:19]([CH3:21])[c:20]23)[cH:7]1.[Br:39].[Cl:40][CH:41]([Cl:42])[Cl:43].[OH:26][CH:27]([C:28](=[O:29])[O-:30])[CH2:31][CH2:32][c:33]1[cH:34][cH:35][cH:36][cH:37][cH:38]1>>[Br:1][c:2]1[c:3]([O:25][CH:27]([C:28](=[O:29])[OH:30])[CH2:31][CH2:32][c:33]2[cH:34][cH:35][cH:36][cH:37][cH:38]2)[c:4]([Br:24])[cH:5][c:6](-[c:8]2[c:9]3[cH:10][cH:11][cH:12][cH:13][c:14]3[c:15]([Br:23])[c:16]3[s:17][c:18]([CH3:22])[c:19]([CH3:21])[c:20]23)[cH:7]1. Reactants: CC(=O)NCc1cccc(-c2csc(NC(N)=S)n2)c1, CI, CO. The product is CSC(=N)Nc1nc(-c2cccc(CNC(C)=O)c2)cs1, I. RXN SMILES: [C:1]([CH3:2])(=[O:3])[NH:4][CH2:5][c:6]1[cH:7][c:8](-[c:12]2[n:13][c:14]([NH:17][C:18](=[S:19])[NH2:20])[s:15][cH:16]2)[cH:9][cH:10][cH:11]1.[CH3:21][I:22].[CH3:23][OH:24]>>[C:1]([CH3:2])(=[O:3])[NH:4][CH2:5][c:6]1[cH:7][c:8](-[c:12]2[n:13][c:14]([NH:17][C:18]([S:19][CH3:21])=[NH:20])[s:15][cH:16]2)[cH:9][cH:10][cH:11]1.[IH:22]. Reactants: O(C1=CC=CC=C1)C=1SC=C(N1)CO ((2-phenoxy-4-thiazolyl)-methanol), C1(CCCCC1)N=C=NC1CCCCC1 (dicyclohexylcarbodiimide), CC1([C@@H]([C@@H]1C=C1C(SCC1)=O)C(=O)O)C ((1R,3S) 2,2-dimethyl-3-[(dihydro-2-oxo-3-(2H)-thienylidene)-methyl]-cyclopropane-1-carboxylic acid). Reagents/catalysts: CN(C1=CC=NC=C1)C (4-dimethylamino-pyridine). Solvent: C(Cl)Cl (methylene chloride), C(Cl)Cl (methylene chloride). Conditions: temperature 20 celsius, time 17 hour. Product: CC1([C@@H]([C@@H]1C=C1C(SCC1)=O)C(=O)OCC=1N=C(SC1)OC1=CC=CC=C1)C ((2-phenoxy-4-thiazolyl)-methyl (1R,3S) 2,2-dimethyl-3-[(dihydro-2-oxo-3-(2H)-thienylidene)-methyl]-cyclopropane-1-carboxylate). Isolated yield 71.6%. As a reaction SMILES: C1(N=C=NC2CCCCC2)CCCCC1.[CH3:16][C:17]1([CH3:30])[C@@H:19]([CH:20]=[C:21]2[CH2:25][CH2:24][S:23][C:22]2=[O:26])[C@H:18]1[C:27]([OH:29])=[O:28].[O:31]([C:38]1[S:39][CH:40]=[C:41]([CH2:43]O)[N:42]=1)[C:32]1[CH:37]=[CH:36][CH:35]=[CH:34][CH:33]=1>CN(C)C1C=CN=CC=1.C(Cl)Cl>[CH3:16][C:17]1([CH3:30])[C@@H:19]([CH:20]=[C:21]2[CH2:25][CH2:24][S:23][C:22]2=[O:26])[C@H:18]1[C:27]([O:29][CH2:43][C:41]1[N:42]=[C:38]([O:31][C:32]2[CH:33]=[CH:34][CH:35]=[CH:36][CH:37]=2)[S:39][CH:40]=1)=[O:28]. Procedure details: 0.11 g of 4-dimethylamino-pyridine and 2 g of dicyclohexylcarbodiimide was added to a solution of 2.04 g of (1R,3S) 2,2-dimethyl-3-[(dihydro-2-oxo-3-(2H)-thienylidene)-methyl]-cyclopropane-1-carboxylic acid[described in French Pat. No. 70-21682] in 20 ml of methylene chloride and the mixture was stirred at 20° C. for 15 minutes. A solution of 1.7 g of (2-phenoxy-4-thiazolyl)-methanol in 10 ml of methylene chloride was added dropwise to the mixture which was stirred at 20° C. for 17 hours and was... Reactants: ClCC(CC(CC(=O)[O-])C1=CN=C(S1)C1=CC=C(C=C1)Cl)=O (6-chloro-3-[2-(4-chlorophenyl)-1,3-thiazol-5-yl]-5-oxohexanoate), N1=C(C=CC=2CCCNC12)CCCC(N)=S (4-(5,6,7,8-tetrahydro-1,8-naphthyridin-2-yl)butanethioamide), O1CCOCC1 (1,4-dioxane). Run at temperature 120 celsius. Yields the product Cl.ClC1=CC=C(C=C1)C=1SC(=CN1)C(CC(=O)OCC)CC=1N=C(SC1)CCCC1=NC=2NCCCC2C=C1 (Ethyl 3-[2-(4-chlorophenyl)-1,3-thiazol-5-yl]-4-{2-[3-(5,6,7,8-tetrahydro-1,8-naphthyridin-2-yl)propyl]-1,3-thiazol-4-yl}butanoate hydrochloride). The yield is 44.0%. As a reaction SMILES: [Cl:1][CH2:2][C:3](=O)[CH2:4][CH:5]([C:10]1[S:14][C:13]([C:15]2[CH:20]=[CH:19][C:18]([Cl:21])=[CH:17][CH:16]=2)=[N:12][CH:11]=1)[CH2:6][C:7]([O-:9])=[O:8].[N:23]1[C:32]2[NH:31][CH2:30][CH2:29][CH2:28][C:27]=2[CH:26]=[CH:25][C:24]=1[CH2:33][CH2:34][CH2:35][C:36](=[S:38])[NH2:37].O1CCO[CH2:41][CH2:40]1>>[ClH:1].[Cl:21][C:18]1[CH:19]=[CH:20][C:15]([C:13]2[S:14][C:10]([CH:5]([CH2:4][C:3]3[N:37]=[C:36]([CH2:35][CH2:34][CH2:33][C:24]4[CH:25]=[CH:26][C:27]5[CH2:28][CH2:29][CH2:30][NH:31][C:32]=5[N:23]=4)[S:38][CH:2]=3)[CH2:6][C:7]([O:9][CH2:40][CH3:41])=[O:8])=[CH:11][N:12]=2)=[CH:16][CH:17]=1 |f:3.4|. Reported procedure: thyl 6-chloro-3-[2-(4-chlorophenyl)-1,3-thiazol-5-yl]-5-oxohexanoate, Scheme 2, Example A, (230 mg, 0.595 mmol) and 4-(5,6,7,8-tetrahydro-1,8-naphthyridin-2-yl)butanethioamide, Scheme 3, Step 1, (140 mg, 0.595 mmol) was dissolved in 1,4-dioxane (5 mL) and heated to 120° C. for 18 hours. The solvent was removed and the residue purified via reverse phase HPLC to give the product (180 mg, 44%). 1H NMR (DMSO-d6) δ1.10 (t, 3H), 1.77–1.85 (m, 2H), 2.02–2.11 (m, 2H), 2.68–2.90 (m, 6H), 2.95–3.18 (m, 4H...